This data is from the Open Reaction Database (ORD), a public repository of structured organic reaction records. The task is: describe an organic reaction: reactants, conditions, products, and yield Reactants: CC(C)([O-])C.[K+] (Potassium t-butoxide), ClC1=C(C=CC(=C1)Cl)O (2,4-dichloro-phenol), C(C)OC(C=C(C)Cl)=O (3-chloro-but-2-enoic acid ethyl ester). Solvent: O1CCCC1 (tetrahydrofuran), O1CCCC1 (tetrahydrofuran). Reaction conditions: temperature 23 celsius. Product: C(C)OC(\C=C(/C)\OC1=C(C=C(C=C1)Cl)Cl)=O ((E)-3-(2,4-dichloro-phenoxy)-but-2-enoic acid ethyl ester). Yield: 38.5%. As a reaction SMILES: CC(C)([O-])C.[K+].[Cl:7][C:8]1[CH:13]=[C:12]([Cl:14])[CH:11]=[CH:10][C:9]=1[OH:15].[CH2:16]([O:18][C:19](=[O:24])[CH:20]=[C:21](Cl)[CH3:22])[CH3:17]>O1CCCC1>[CH2:16]([O:18][C:19](=[O:24])/[CH:20]=[C:21](/[O:15][C:9]1[CH:10]=[CH:11][C:12]([Cl:14])=[CH:13][C:8]=1[Cl:7])\[CH3:22])[CH3:17] |f:0.1|. Procedure: Potassium t-butoxide (7.50 g, 0.067 mol) was added to a stirred solution of 2,4-dichloro-phenol (5.46 g, 0.033 mol) in tetrahydrofuran (35 mL) at 23° C. under nitrogen and the reaction mixture was heated to reflux for 0.75 h. The reaction mixture was cooled to 23° C. and a solution of 3-chloro-but-2-enoic acid ethyl ester (prepared as in Example 191, 5.00 g, 0.034 mol) in tetrahydrofuran (40 mL) was added to the reaction mixture. The reaction mixture was refluxed for an additional 3 h. After thi... Reactants: CC(=O)c1ccccc1C(=O)O, O=Cc1cc(O)c(O)c([N+](=O)[O-])c1. Yields the product O=C(O)c1ccccc1C(=O)C=Cc1cc(O)c(O)c([N+](=O)[O-])c1. As a reaction SMILES: [C:14](=[O:15])([OH:16])[c:17]1[c:18]([C:23]([CH3:24])=[O:25])[cH:19][cH:20][cH:21][cH:22]1.[OH:1][c:2]1[cH:3][c:4]([CH:5]=[O:6])[cH:7][c:8]([N+:11](=[O:12])[O-:13])[c:9]1[OH:10]>>[OH:1][c:2]1[cH:3][c:4]([CH:5]=[CH:24][C:23]([c:18]2[c:17]([C:14](=[O:15])[OH:16])[cH:22][cH:21][cH:20][cH:19]2)=[O:25])[cH:7][c:8]([N+:11](=[O:12])[O-:13])[c:9]1[OH:10]. Reactants: CO.C(Cl)Cl (MeOH CH2Cl2), ClCC=1N=C2N(C=C(C=C2)Cl)C1CCC (2-chloromethyl-6-chloro-3-(1-propyl)-imidazolo[1,2-a]pyridine), FC=1C=C(C=CC1)C=1NC=CN1 (3-fluoro-(1H-imidazol-2-yl)benzene). Solvent: CCOC(=O)C (EtOAc), CCOC(=O)C (EtOAc), CC(=O)N(C)C (DMA). Reaction conditions: temperature 60 celsius, time 15 minute. Product: ClC=1C=CC=2N(C1)C(=C(N2)CN2C(=NC=C2)C2=CC(=CC=C2)F)CCC (6-chloro-2-{[2-(3-fluoropheny)-1H-imidazol-1-yl]methyl}-3-propylimidazo[1,2-a]pyridine). RXN SMILES: [F:1][C:2]1[CH:3]=[C:4]([C:8]2[NH:9][CH:10]=[CH:11][N:12]=2)[CH:5]=[CH:6][CH:7]=1.Cl[CH2:14][C:15]1[N:16]=[C:17]2[CH:22]=[CH:21][C:20]([Cl:23])=[CH:19][N:18]2[C:24]=1[CH2:25][CH2:26][CH3:27].CO.C(Cl)Cl>CC(N(C)C)=O.CCOC(C)=O>[Cl:23][C:20]1[CH:21]=[CH:22][C:17]2[N:18]([C:24]([CH2:25][CH2:26][CH3:27])=[C:15]([CH2:14][N:12]3[CH:11]=[CH:10][N:9]=[C:8]3[C:4]3[CH:5]=[CH:6][CH:7]=[C:2]([F:1])[CH:3]=3)[N:16]=2)[CH:19]=1 |f:2.3|. Procedure: Kt-BuO (0.69 mL of 1 M in THF, 0.69 mmol) is added to a solution of 3-fluoro-(1H-imidazol-2-yl)benzene (88 mg, 0.58 mmol) in anhydrous DMA (1 mL). After 15 minutes, 2-chloromethyl-6-chloro-3-(1-propyl)-imidazolo[1,2-a]pyridine (140 mg, 0.58 mmol) is added and the reaction mixture is stirred and heated at 60° C. for 15 minutes. The reaction mixture is diluted with EtOAc (10 mL), washed with water (3 mL), brine (3 mL), dried over Na2SO4, filtered and evaporated at reduced pressure to obtain a yell... Procedure: A solution of 319 mg of (6-hydroxy-2,5,7,8-tetramethylchroman-2-yl)(piperidin-1-yl)methanone (1.02 mmol) in 5 mL MTBE which was treated with 1.077 g FeCl3.6H2O in 6 mL H2O. The reaction mixture rapidly turned black which faded to a yellow color over the course of the reaction. An additional 2 mL MTBE was added and stirred vigorously for 3 h at room temp. The reaction was quenched with 10 mL H2O and 10 mL MTBE, the layers separated and the organics washed with H2O until colorless. The combined aq... Run at time 3 hour. Reactants: CC(C)(C)OC (MTBE), OC=1C(=C2CCC(OC2=C(C1C)C)(C)C(=O)N1CCCCC1)C ((6-hydroxy-2,5,7,8-tetramethylchroman-2-yl)(piperidin-1-yl)methanone), FeCl3.6H2O, CC(C)(C)OC (MTBE). RXN SMILES: [OH:1][C:2]1[C:3]([CH3:23])=[C:4]2[C:9](=[C:10]([CH3:13])[C:11]=1[CH3:12])[O:8][C:7]([C:15]([N:17]1[CH2:22][CH2:21][CH2:20][CH2:19][CH2:18]1)=[O:16])([CH3:14])[CH2:6][CH2:5]2.CC([O:28]C)(C)C>O>[OH:28][C:7]([CH3:14])([C:15](=[O:16])[N:17]1[CH2:22][CH2:21][CH2:20][CH2:19][CH2:18]1)[CH2:6][CH2:5][C:4]1[C:9](=[O:8])[C:10]([CH3:13])=[C:11]([CH3:12])[C:2](=[O:1])[C:3]=1[CH3:23]. Solvent: O (H2O). The product is OC(CCC=1C(C(=C(C(C1C)=O)C)C)=O)(C(N1CCCCC1)=O)C (2-(3-hydroxy-3-methyl-4-oxo-4-(piperidin-1-yl)butyl)-3,5,6-trimethylcyclohexa-2,5-diene-1,4-dione). Starting materials: C(C)(C)(C)C1=CC(=C(C=C1)C=1N([C@@H]([C@@H](N1)C1=CC=C(C=C1)Cl)C1=CC=C(C=C1)Cl)C(=O)Cl)OCC ((4S,5R)-2-(4-tert-butyl-2-ethoxy-phenyl)-4,5-bis-(4-chloro-phenyl)-4,5-dihydro-imidazole-1-carbonyl chloride), C(C)(C)(C)NC(CN1CCNCC1)=O (N-tert-butyl-2-piperazin-1-yl-acetamide). The product is Cl.C(C)(C)(C)NC(CN1CCN(CC1)C(=O)N1C(=N[C@H]([C@H]1C1=CC=C(C=C1)Cl)C1=CC=C(C=C1)Cl)C1=C(C=C(C=C1)C(C)(C)C)OCC)=O (N-tert-Butyl-2-{4-[(4S,5R)-2-(4-tert-butyl-2-ethoxy-phenyl)-4,5-bis-(4-chloro-phenyl)-4,5-dihydro-imidazole-1-carbonyl]-piperazin-1-yl}-acetamide hydrochloride). RXN SMILES: [C:1]([C:5]1[CH:10]=[CH:9][C:8]([C:11]2[N:12]([C:30](Cl)=[O:31])[C@H:13]([C:23]3[CH:28]=[CH:27][C:26]([Cl:29])=[CH:25][CH:24]=3)[C@H:14]([C:16]3[CH:21]=[CH:20][C:19]([Cl:22])=[CH:18][CH:17]=3)[N:15]=2)=[C:7]([O:33][CH2:34][CH3:35])[CH:6]=1)([CH3:4])([CH3:3])[CH3:2].[C:36]([NH:40][C:41](=[O:49])[CH2:42][N:43]1[CH2:48][CH2:47][NH:46][CH2:45][CH2:44]1)([CH3:39])([CH3:38])[CH3:37]>>[ClH:22].[C:36]([NH:40][C:41](=[O:49])[CH2:42][N:43]1[CH2:44][CH2:45][N:46]([C:30]([N:12]2[C@H:13]([C:23]3[CH:24]=[CH:25][C:26]([Cl:29])=[CH:27][CH:28]=3)[C@H:14]([C:16]3[CH:21]=[CH:20][C:19]([Cl:22])=[CH:18][CH:17]=3)[N:15]=[C:11]2[C:8]2[CH:9]=[CH:10][C:5]([C:1]([CH3:3])([CH3:2])[CH3:4])=[CH:6][C:7]=2[O:33][CH2:34][CH3:35])=[O:31])[CH2:47][CH2:48]1)([CH3:39])([CH3:37])[CH3:38] |f:2.3|. Reported procedure: N-tert-Butyl-2-{4-[(4S,5R)-2-(4-tert-butyl-2-ethoxy-phenyl)-4,5-bis-(4-chloro-phenyl)-4,5-dihydro-imidazole-1-carbonyl]-piperazin-1-yl}-acetamide hydrochloride was prepared from (4S,5R)-2-(4-tert-butyl-2-ethoxy-phenyl)-4,5-bis-(4-chloro-phenyl)-4,5-dihydro-imidazole-1-carbonyl chloride (example 11) and N-tert-butyl-2-piperazin-1-yl-acetamide (example 16g) in an analogous manner as described in example 25. LR-MS: 692.5 [(M+H)+] Reactants: BrC1=C(N)C=CC=C1 (2-bromoaniline), C1=CC=C(C=2SC3=C(C21)C=CC=C3)B(O)O (4-dibenzothiopheneboronic acid), C([O-])([O-])=O.[K+].[K+] (potassium carbonate), tetrakis(triphe-nylphoshine)palladium (0). Run in C1(=CC=CC=C1)C (toluene). The product is C1=CC=C(C=2SC3=C(C21)C=CC=C3)C3=C(N)C=CC=C3 (2-(dibenzo[b,d]thiophen-4-yl)aniline). Yield: 78.9%. RXN SMILES: Br[C:2]1[CH:8]=[CH:7][CH:6]=[CH:5][C:3]=1[NH2:4].[CH:9]1[C:17]2[C:16]3[CH:18]=[CH:19][CH:20]=[CH:21][C:15]=3[S:14][C:13]=2[C:12](B(O)O)=[CH:11][CH:10]=1.C(=O)([O-])[O-].[K+].[K+]>C1(C)C=CC=CC=1>[CH:9]1[C:17]2[C:16]3[CH:18]=[CH:19][CH:20]=[CH:21][C:15]=3[S:14][C:13]=2[C:12]([C:2]2[CH:8]=[CH:7][CH:6]=[CH:5][C:3]=2[NH2:4])=[CH:11][CH:10]=1 |f:2.3.4|. Procedure: The 300 ml round-bottom flask equipped with reflux condenser and magnetic stirrer was charged with 2-bromoaniline (8.00 g, 46.5 mmol), 4-dibenzothiopheneboronic acid (10.5 g, 46.5 mmol), potassium carbonate (20 g, saturated solution in water), tetrakis(triphe-nylphoshine)palladium (0) (500 mg) and 100 ml of toluene. The reaction mixture was refluxed overnight under nitrogen atmosphere, filtered through silica plug and evaporated. Product was purified by column chromatography on silica gel, eluen... The reactants are BrB(Br)Br, CCOC(=O)c1ccc2sc(-c3ccc(OC)cc3C)cc2c1, CC(=O)Cl, CCOC(C)=O, ClCCl, O. Product: CCOC(=O)c1ccc2sc(-c3ccc(O)cc3C)cc2c1. RXN SMILES: [B:24]([Br:25])([Br:26])[Br:27].[CH2:1]([CH3:2])[O:3][C:4](=[O:5])[c:6]1[cH:7][c:8]2[c:9]([s:10][c:11](-[c:13]3[c:14]([CH3:21])[cH:15][c:16]([O:19][CH3:20])[cH:17][cH:18]3)[cH:12]2)[cH:22][cH:23]1.[CH3:29][C:30](=[O:31])[Cl:32].[CH3:36][CH2:37][O:38][C:39](=[O:40])[CH3:41].[Cl:33][CH2:34][Cl:35].[OH2:28]>>[CH2:1]([CH3:2])[O:3][C:4](=[O:5])[c:6]1[cH:7][c:8]2[c:9]([s:10][c:11](-[c:13]3[c:14]([CH3:21])[cH:15][c:16]([OH:19])[cH:17][cH:18]3)[cH:12]2)[cH:22][cH:23]1.